From a dataset of the Open Reaction Database (ORD), a public repository of structured organic reaction records. describe an organic reaction: reactants, conditions, products, and yield The reactants are C(C)(C)(C)OC(NCCCN(CC)CC1=CC(=CC=C1)C1=NC(=NC=C1)Cl)=O ((3-{[3-(2-Chloro-pyrimidin-4-yl)-benzyl]-ethyl-amino}-propyl)-carbamic acid tert-butyl ester), COC1=C(C=C(C=C1)CCN)C (2-(4-Methoxy-3-methyl-phenyl)-ethylamine), 434. Yields the product C(C)N(CCCN)CC1=CC(=CC=C1)C1=NC(=NC=C1)NCCC1=CC(=C(C=C1)OC)C (N1-Ethyl-N1-(3-{2-[2-(4-methoxy-3-methyl-phenyl)-ethylamino]-pyrimidin-4-yl}-benzyl)-propane-1,3-diamine). As a reaction SMILES: C(OC(=O)[NH:7][CH2:8][CH2:9][CH2:10][N:11]([CH2:14][C:15]1[CH:20]=[CH:19][CH:18]=[C:17]([C:21]2[CH:26]=[CH:25][N:24]=[C:23](Cl)[N:22]=2)[CH:16]=1)[CH2:12][CH3:13])(C)(C)C.[CH3:29][O:30][C:31]1[CH:36]=[CH:35][C:34]([CH2:37][CH2:38][NH2:39])=[CH:33][C:32]=1[CH3:40]>>[CH2:12]([N:11]([CH2:14][C:15]1[CH:20]=[CH:19][CH:18]=[C:17]([C:21]2[CH:26]=[CH:25][N:24]=[C:23]([NH:39][CH2:38][CH2:37][C:34]3[CH:35]=[CH:36][C:31]([O:30][CH3:29])=[C:32]([CH3:40])[CH:33]=3)[N:22]=2)[CH:16]=1)[CH2:10][CH2:9][CH2:8][NH2:7])[CH3:13]. Procedure: Intermediate 3 was coupled with 2-(4-Methoxy-3-methyl-phenyl)-ethylamine following procedure F. The resulting product was deprotected by procedure G. LC-MS showed the product had the expected M+H+ of 434. 1H NMR (Varian 300 MHz, CD3OD, shifts relative to the solvent peak at 3.3 ppm) δ 8.4 (m, 2H) 8.0 (s, 1H) 7.6-7.8 (m, 2H) 7.47 (d, 1H) 6.82 (d, 1H) 6.67 (m, 2H) 4.5 (s, 2H) 3.81 (s, 3H) 3.4 (m, 4H) 3.28 (m, 4H) 3.03 (t, 2H) 2.68 (t, 2H) 2.16 (m, 2H) 1.4 (t, 3H). The reactants are C[S-].[Na+] (Sodium methanethiolate), FC1=C(C=C(C#N)C=C1)C (4-fluoro-3-methyl-benzonitrile). Run in CN(C)C=O (DMF). Reaction conditions: temperature 80 celsius. Product: CC=1C=C(C#N)C=CC1SC (3-Methyl-4-methylsulfanyl-benzonitrile). Reaction SMILES: [CH3:1][S-:2].[Na+].F[C:5]1[CH:12]=[CH:11][C:8]([C:9]#[N:10])=[CH:7][C:6]=1[CH3:13]>CN(C=O)C>[CH3:13][C:6]1[CH:7]=[C:8]([CH:11]=[CH:12][C:5]=1[S:2][CH3:1])[C:9]#[N:10] |f:0.1|. Procedure: Sodium methanethiolate (1.60 g, 22.8 mmol) is added to a solution of 4-fluoro-3-methyl-benzonitrile (2.50 g, 18.5 mmol) in DMF, and the mixture is heated at 80° C. for 15 min. All volatiles are evaporated, and the residue is treated with water. The mixture is extracted with ethyl acetate twice, and the organic layer is dried over Na2SO4 and concentrated. Yield: 3.0 g (99% of theory); ESI mass spectrum: [M+H]+=164; r.t. HPLC: 0.61 min (X011_S03). Procedure details: 1 g (2.99 mmol) of 7-fluoro-3-methyl[1,3]thiazolo[3,2-a]benzimidazol-9-ium iodide obtained in stage B2 was poured in a NaHCO3 saturated aqueous solution (50 mL). The mixture was extracted 3×50 mL of CH2Cl2; the organic layer was dried with MgSO4 and evaporated under reduced pressure to yield 7-fluoro-3-methyl[1,3]thiazolo[3,2-a]benzimidazole (465 mg, yellow powder, 75%). Mp=148° C.; 1H NMR (300 MHz, CDCl3) δ=2.68 (3H, d, J=0.8, CH3), 6.34 (1H, q, J=0.8, H5), 6.91-7.66 (3H, in, Ar); 13C NMR (75 M... Product: FC1=CC2=C(N3C(=N2)SC=C3C)C=C1 (7-fluoro-3-methyl[1,3]thiazolo[3,2-a]benzimidazole). Reaction SMILES: [I-].[F:2][C:3]1[CH:15]=[CH:14][C:6]2[N:7]3[C:12]([CH3:13])=[CH:11][S:10][C:8]3=[NH+:9][C:5]=2[CH:4]=1.C([O-])(O)=O.[Na+]>>[F:2][C:3]1[CH:15]=[CH:14][C:6]2[N:7]3[C:12]([CH3:13])=[CH:11][S:10][C:8]3=[N:9][C:5]=2[CH:4]=1 |f:0.1,2.3|. Run in aqueous solution. Yield: 75.4%. Starting materials: [I-].FC1=CC2=C(N3C(=[NH+]2)SC=C3C)C=C1 (7-fluoro-3-methyl[1,3]thiazolo[3,2-a]benzimidazol-9-ium iodide), C(=O)(O)[O-].[Na+] (NaHCO3). The reactants are resultant solution, NC1[C@@H]2N(C(=CCS2)C(=O)O)C1=O (7-amino-3-cephem-4-carboxylic acid), C[Si](C)(C)CC(=O)N (trimethylsilylacetamide), C(=O)NC=1SC=C(N1)C(C(=O)O)=NOCC(F)(F)F (2-(2-formamidothiazol-4-yl)-2-(2,2,2-trifluoroethoxy)iminoacetic acid), P(=O)(Cl)(Cl)Cl (phosphoryl chloride). The solvent is C(C)(=O)OCC (ethyl acetate), C(C)(=O)OCC (ethyl acetate), O (Water), C(C)(=O)OCC (ethyl acetate), C(C)(=O)OCC (ethyl acetate), CN(C=O)C (N,N-dimethylformamide). Conditions: time 30 minute. The product is C[N+](=CCl)C.[Cl-] (Vilsmeier reagent), C(=O)NC=1SC=C(N1)C(C(=O)NC1[C@@H]2N(C(=CCS2)C(=O)O)C1=O)=NOCC(F)(F)F (7-[2-(2-formamidothiazol-4-yl)-2-(2,2,2-trifluoroethoxyimino)acetamido]-3-cephem-4-carboxylic acid). Isolated yield 161.8%. RXN SMILES: P(Cl)(Cl)([Cl:3])=O.[CH:6]([NH:8][C:9]1[S:10][CH:11]=[C:12]([C:14](=[N:18][O:19][CH2:20][C:21]([F:24])([F:23])[F:22])[C:15]([OH:17])=O)[N:13]=1)=[O:7].[NH2:25][CH:26]1[C:36](=[O:37])[N:28]2[C:29]([C:33]([OH:35])=[O:34])=[CH:30][CH2:31][S:32][C@H:27]12.C[Si](CC(N)=O)(C)C>C(OCC)(=O)C.O.CN(C)C=O>[CH3:27][N+:28]([CH3:36])=[CH:29][Cl:3].[Cl-:3].[CH:6]([NH:8][C:9]1[S:10][CH:11]=[C:12]([C:14](=[N:18][O:19][CH2:20][C:21]([F:24])([F:23])[F:22])[C:15]([NH:25][CH:26]2[C:36](=[O:37])[N:28]3[C:29]([C:33]([OH:35])=[O:34])=[CH:30][CH2:31][S:32][C@H:27]23)=[O:17])[N:13]=1)=[O:7] |f:7.8|. Reported procedure: The Vilsmeier reagent was prepared from N,N-dimethylformamide (0.32 g.) and phosphoryl chloride (0.67 g.) in a conventional manner. After the reagent was suspended in ethyl acetate (10 ml.), 2-(2-formamidothiazol-4-yl)-2-(2,2,2-trifluoroethoxy)iminoacetic acid (syn isomer, 1.2 g.) was added to the stirred suspension under ice cooling and stirred at the same temperature for 30 minutes. The solution was added to a solution of 7-amino-3-cephem-4-carboxylic acid (0.8 g.), and trimethylsilylacetamide... Starting materials: CC(C)N1CCC(Oc2ccc3c(c2)cc2n3C(C)CNC2=O)CC1, Cc1oc(-c2ccccc2)nc1CCl, [H-], [Na+]. The product is Cc1oc(-c2ccccc2)nc1CN1CC(C)n2c(cc3cc(OC4CCN(C(C)C)CC4)ccc32)C1=O. Reaction SMILES: [CH:1]([CH3:2])([CH3:3])[N:4]1[CH2:5][CH2:6][CH:7]([O:10][c:11]2[cH:12][c:13]3[cH:14][c:15]4[n:16]([c:17]3[cH:18][cH:19]2)[CH:20]([CH3:25])[CH2:21][NH:22][C:23]4=[O:24])[CH2:8][CH2:9]1.[Cl:28][CH2:29][c:30]1[n:31][c:32](-[c:36]2[cH:37][cH:38][cH:39][cH:40][cH:41]2)[o:33][c:34]1[CH3:35].[H-:26].[Na+:27]>>[CH:1]([CH3:2])([CH3:3])[N:4]1[CH2:5][CH2:6][CH:7]([O:10][c:11]2[cH:12][c:13]3[cH:14][c:15]4[n:16]([c:17]3[cH:18][cH:19]2)[CH:20]([CH3:25])[CH2:21][N:22]([CH2:29][c:30]2[n:31][c:32](-[c:36]3[cH:37][cH:38][cH:39][cH:40][cH:41]3)[o:33][c:34]2[CH3:35])[C:23]4=[O:24])[CH2:8][CH2:9]1. The reactants are O1CCOCC1 (1,4-dioxane), ClC1=C(C=CC(=N1)C=1C(=CC2=C(C(=C(O2)C2=CC=C(C=C2)F)C(=O)NC)C1)N(S(=O)(=O)C)C)CCCO (5-(6-chloro-5-(3-hydroxypropyl)pyridin-2-yl)-2-(4-fluorophenyl)-N-methyl-6-(N-methylmethylsulfonamido)benzofuran-3-carboxamide), FC1=C2C=C(NC2=CC=C1)B1OC(C)(C)C(C)(C)O1 (4-fluoroindole-2-boronic acid pinacol ester), C([O-])([O-])=O.[Cs+].[Cs+] (cesium carbonate). The reagents and catalysts are CC(C)(C)P(C1=CC=C[CH-]1)C(C)(C)C.CC(C)(C)P(C1=CC=C[CH-]1)C(C)(C)C.[Cl-].[Cl-].[Fe+2].[Pd+2] (dichloro[1,1′-bis(di-tert-butylphosphino)ferrocene]palladium (II)). Solvent: O (H2O). Conditions: temperature 90 celsius. The product is FC1=C2C=C(NC2=CC=C1)C1=C(C=CC(=N1)C=1C(=CC2=C(C(=C(O2)C2=CC=C(C=C2)F)C(=O)NC)C1)N(S(=O)(=O)C)C)CCCO (5-(6-(4-fluoro-1H-indol-2-yl)-5-(3-hydroxypropyl)pyridin-2-yl)-2-(4-fluorophenyl)-N-methyl-6-(N-methylmethylsulfonamido)benzofuran-3-carboxamide). RXN SMILES: Cl[C:2]1[N:7]=[C:6]([C:8]2[C:9]([N:28]([CH3:33])[S:29]([CH3:32])(=[O:31])=[O:30])=[CH:10][C:11]3[O:15][C:14]([C:16]4[CH:21]=[CH:20][C:19]([F:22])=[CH:18][CH:17]=4)=[C:13]([C:23]([NH:25][CH3:26])=[O:24])[C:12]=3[CH:27]=2)[CH:5]=[CH:4][C:3]=1[CH2:34][CH2:35][CH2:36][OH:37].[F:38][C:39]1[CH:47]=[CH:46][CH:45]=[C:44]2[C:40]=1[CH:41]=[C:42](B1OC(C)(C)C(C)(C)O1)[NH:43]2.C(=O)([O-])[O-].[Cs+].[Cs+].O1CCOCC1>CC(P(C(C)(C)C)C1[CH-]C=CC=1)(C)C.CC(P(C(C)(C)C)C1[CH-]C=CC=1)(C)C.[Cl-].[Cl-].[Fe+2].[Pd+2].O>[F:38][C:39]1[CH:47]=[CH:46][CH:45]=[C:44]2[C:40]=1[CH:41]=[C:42]([C:2]1[N:7]=[C:6]([C:8]3[C:9]([N:28]([CH3:33])[S:29]([CH3:32])(=[O:30])=[O:31])=[CH:10][C:11]4[O:15][C:14]([C:16]5[CH:21]=[CH:20][C:19]([F:22])=[CH:18][CH:17]=5)=[C:13]([C:23]([NH:25][CH3:26])=[O:24])[C:12]=4[CH:27]=3)[CH:5]=[CH:4][C:3]=1[CH2:34][CH2:35][CH2:36][OH:37])[NH:43]2 |f:2.3.4,6.7.8.9.10.11|. Procedure: To a mixture of 5-(6-chloro-5-(3-hydroxypropyl)pyridin-2-yl)-2-(4-fluorophenyl)-N-methyl-6-(N-methylmethylsulfonamido)benzofuran-3-carboxamide (180 mg, 0.330 mmol), 4-fluoroindole-2-boronic acid pinacol ester (129 mg, 0.494 mmol), cesium carbonate (215 mg, 0.659 mmol) and dichloro[1,1′-bis(di-tert-butylphosphino)ferrocene]palladium (II) (21.49 mg, 0.033 mmol) was added 1,4-dioxane (3 mL) and H2O (0.3 mL). A steady stream of N2 was bubbled through the reaction mixture for 5 minutes then the mixtu... Starting materials: Cn1cnc(-c2cc3nccc(Oc4ccc(N)cc4F)c3s2)c1, CCOC(=O)C(=O)Nc1ccc(Oc2ccnc3cc(-c4ccc(OCCN5CCOCC5)c(OC)c4)sc23)c(F)c1. Yields the product CCOC(=O)C(=O)Nc1ccc(Oc2ccnc3cc(-c4cn(C)cn4)sc23)c(F)c1. As a reaction SMILES: [F:1][c:2]1[cH:3][c:4]([NH2:24])[cH:5][cH:6][c:7]1[O:8][c:9]1[c:10]2[c:11]([n:12][cH:13][cH:14]1)[cH:15][c:16](-[c:18]1[n:19][cH:20][n:21]([CH3:23])[cH:22]1)[s:17]2.[F:25][c:26]1[cH:27][c:28]([NH:29][C:60]([C:61](=[O:62])[O:63][CH2:64][CH3:65])=[O:66])[cH:30][cH:31][c:32]1[O:33][c:34]1[cH:35][cH:36][n:37][c:38]2[cH:39][c:40](-[c:41]3[cH:42][cH:43][c:44]([O:45][CH2:46][CH2:47][N:48]4[CH2:49][CH2:50][O:51][CH2:52][CH2:53]4)[c:54]([O:55][CH3:56])[cH:57]3)[s:58][c:59]12>>[F:1][c:2]1[cH:3][c:4]([NH:24][C:60]([C:61](=[O:62])[O:63][CH2:64][CH3:65])=[O:66])[cH:5][cH:6][c:7]1[O:8][c:9]1[c:10]2[c:11]([n:12][cH:13][cH:14]1)[cH:15][c:16](-[c:18]1[n:19][cH:20][n:21]([CH3:23])[cH:22]1)[s:17]2. Reactants: ClC1=NC=C(C(=N1)C1=CC(=C(C=C1)Cl)Cl)Cl (2,5-dichloro-4-(3,4-dichlorophenyl)pyrimidine), CN(C)C.C1(=CC=CC=C1)C (trimethylamine toluene), FC(C=1C=C(C=CC1F)O)(F)F (3-trifluoromethyl-4-fluorophenol). Run in O (H2O), C1(=CC=CC=C1)C (toluene). Conditions: time 20 minute. Yields the product FC(C=1C=C(OC2=NC=C(C(=N2)C2=CC(=C(C=C2)Cl)Cl)Cl)C=CC1F)(F)F (2-(3-trifluoromethyl-4-fluorophenoxy)-4-(3,4-dichlorophenyl)-5-chloropyrimidine). The yield is 69.9%. As a reaction SMILES: Cl[C:2]1[N:7]=[C:6]([C:8]2[CH:13]=[CH:12][C:11]([Cl:14])=[C:10]([Cl:15])[CH:9]=2)[C:5]([Cl:16])=[CH:4][N:3]=1.CN(C)C.C1(C)C=CC=CC=1.[F:28][C:29]([F:39])([F:38])[C:30]1[CH:31]=[C:32]([OH:37])[CH:33]=[CH:34][C:35]=1[F:36]>C1(C)C=CC=CC=1.O>[F:39][C:29]([F:28])([F:38])[C:30]1[CH:31]=[C:32]([CH:33]=[CH:34][C:35]=1[F:36])[O:37][C:2]1[N:7]=[C:6]([C:8]2[CH:13]=[CH:12][C:11]([Cl:14])=[C:10]([Cl:15])[CH:9]=2)[C:5]([Cl:16])=[CH:4][N:3]=1 |f:1.2|. Reported procedure: To a solution of 0.5 g (1.7 mmol) of 3B in 10 mL of toluene was added 4.0 mL of 10% trimethylamine/toluene solution and the mixture stirred at room temperature for 20 min. To the resulting mixture was added 0.36 g (20 mmol) of 3-trifluoromethyl-4-fluorophenol and the mixture stirred overnight. The reaction mixture was diluted with H2O and transferred to a separatory funnel and extracted with 40 mL of methylene chloride. The organic layer was washed sequentially with 5% NaHCO3 solution and water,...